This data is from the Open Reaction Database (ORD), a public repository of structured organic reaction records. The task is: describe an organic reaction: reactants, conditions, products, and yield The reactants are C(Cl)(Cl)Cl (chloroform), [Si](C)(C)(C(C)(C)C)OC1C=CC(C1)OC(C)=O ((-)-acetic acid 4-tert-butyldimethylsilyloxy-cyclopent-2-enyl ester), O (water), O.[OH-].[Li+] (lithium hydroxide monohydrate). The solvent is C1CCOC1.CO.O (THF methanol water). Reaction conditions: time 3 hour. Yields the product [Si](C)(C)(C(C)(C)C)O[C@H]1C=C[C@H](C1)O ((+)-cis-4-tert-butyldimethylsilyloxy-2-cyclopentenol). Yield: 91.7%. As a reaction SMILES: [Si:1]([O:8][CH:9]1[CH2:13][CH:12]([O:14]C(=O)C)[CH:11]=[CH:10]1)([C:4]([CH3:7])([CH3:6])[CH3:5])([CH3:3])[CH3:2].O.[OH-].[Li+].O.C(Cl)(Cl)Cl>C1COCC1.CO.O>[Si:1]([O:8][C@@H:9]1[CH2:13][C@H:12]([OH:14])[CH:11]=[CH:10]1)([C:4]([CH3:7])([CH3:6])[CH3:5])([CH3:3])[CH3:2] |f:1.2.3,6.7.8|. Procedure details: Dissolve (-)-acetic acid 4-tert-butyldimethylsilyloxy-cyclopent-2-enyl ester (2.3 mmol, prepared in example 10) in THF/methanol/water (2.7/0.9/0.9 mL). Add lithium hydroxide monohydrate (2.5 mmol) with stirring. After stirring for about 3 hours at room temperature, dilute the reaction with water (10 mL) and extract with tert-butyl methyl ether. Combine the organic phases, dry over anhydrous magnesium sulfate, filter and concentrate under vacuum. Purify the residue by flash chromatography (silica... The reactants are O (H2O), COC(=O)C1NC2=CC=C(C=C2C1)OC ((RS)-5-methoxy-2,3-dihydro-1H-indole-2-carboxylic acid methyl ester), [H-].[H-].[H-].[H-].[Li+].[Al+3] (LiAlH4). The solvent is C1CCOC1 (THF), C1CCOC1 (THF). Reaction conditions: time 8 hour. The product is COC=1C=C2CC(NC2=CC1)CO ((RS)-(5-methoxy-2,3-dihydro-1H-indol-2-yl)-methanol). Yield: 65.2%. Reaction SMILES: C[O:2][C:3]([CH:5]1[CH2:13][C:12]2[C:7](=[CH:8][CH:9]=[C:10]([O:14][CH3:15])[CH:11]=2)[NH:6]1)=O.[H-].[H-].[H-].[H-].[Li+].[Al+3].O>C1COCC1>[CH3:15][O:14][C:10]1[CH:11]=[C:12]2[C:7](=[CH:8][CH:9]=1)[NH:6][CH:5]([CH2:3][OH:2])[CH2:13]2 |f:1.2.3.4.5.6|. Procedure details: (RS)-5-methoxy-2,3-dihydro-1H-indole-2-carboxylic acid methyl ester (2.5 g, 12.06 mmol) in THF (130 ml) was added dropwise to a suspension of LiAlH4 in THF (80 ml) at 4° C., and the mixture allowed to stir at RT overnight, and then heated at 65° C. for 4 hr. After cooling, H2O (20 ml) was added cautiously and the mixture stirred 20 min, then filtered and the filtrate extracted with EtOAc (3×50 ml), the extracts were washed with satd. NaCl solution (50 ml), dried (Na2SO4) filtered and evaporated.... The reactants are C[Si](CCCCCCCCCCCCCCNC1=CC=C(C(=O)C(C(=O)OC(C)(C)C)C(=O)OCC)C=C1)(C)C (tert-butyl ethyl 4-[14-(trimethylsilyl)tetradecylamino]benzoylmalonate), FC(C(=O)O)(F)F (trifluoroacetic acid), [OH-].[K+] (potassium hydroxide). Run at time 3 hour. Product: C[Si](CCCCCCCCCCCCCCNC1=CC=C(C(=O)CC(=O)OCC)C=C1)(C)C (Ethyl 4-[14-(trimethylsilyl)tetradecylamino]benzoylacetate). Reaction SMILES: [CH3:1][Si:2]([CH3:40])([CH3:39])[CH2:3][CH2:4][CH2:5][CH2:6][CH2:7][CH2:8][CH2:9][CH2:10][CH2:11][CH2:12][CH2:13][CH2:14][CH2:15][CH2:16][NH:17][C:18]1[CH:38]=[CH:37][C:21]([C:22]([CH:24](C(OCC)=O)[C:25]([O:27][C:28](C)(C)[CH3:29])=[O:26])=[O:23])=[CH:20][CH:19]=1.FC(F)(F)C(O)=O.[OH-].[K+]>>[CH3:40][Si:2]([CH3:1])([CH3:39])[CH2:3][CH2:4][CH2:5][CH2:6][CH2:7][CH2:8][CH2:9][CH2:10][CH2:11][CH2:12][CH2:13][CH2:14][CH2:15][CH2:16][NH:17][C:18]1[CH:19]=[CH:20][C:21]([C:22]([CH2:24][C:25]([O:27][CH2:28][CH3:29])=[O:26])=[O:23])=[CH:37][CH:38]=1 |f:2.3|. Procedure: A solution of 3.0 g. of tert-butyl ethyl 4-[14-(trimethylsilyl)tetradecylamino]benzoylmalonate and 10 ml. of trifluoroacetic acid is warmed with stirring for 3 hours. The solution is poured onto ice and neutralized with potassium hydroxide. The resulting precipitate is collected by filtration, washed with water and dried. Recrystallization affords the product as a white solid. The reactants are Cc1ccccc1, O=C(Cl)Cl, Nc1ccc(Oc2cccc(Cl)n2)cc1. Product: O=C=Nc1ccc(Oc2cccc(Cl)n2)cc1. RXN SMILES: [CH3:20][c:21]1[cH:22][cH:23][cH:24][cH:25][cH:26]1.[Cl:1][C:2]([Cl:3])=[O:4].[Cl:5][c:6]1[cH:7][cH:8][cH:9][c:10]([O:12][c:13]2[cH:14][cH:15][c:16]([NH2:19])[cH:17][cH:18]2)[n:11]1>>[C:2](=[O:4])=[N:19][c:16]1[cH:15][cH:14][c:13]([O:12][c:10]2[cH:9][cH:8][cH:7][c:6]([Cl:5])[n:11]2)[cH:18][cH:17]1.